Dataset: the Open Reaction Database (ORD), a public repository of structured organic reaction records. Task: describe an organic reaction: reactants, conditions, products, and yield Reactants: COC=1C=C2CCN(C2=CC1OC)CCN1N=CC(=C1)N (1-(2-(5,6-dimethoxyindolin-1-yl)ethyl)-1H-pyrazol-4-amine). Reagents/catalysts: O=[Mn]=O (MnO2). The solvent is CC(=O)C (acetone), CC(=O)C (aceton). Conditions: time 8 hour. Yields the product COC=1C=C2C=CN(C2=CC1OC)CCN1N=CC(=C1)N (1-[2-(5,6-Dimethoxy-indol-1-yl)-ethyl]-1H-pyrazol-4-ylamine). Reaction SMILES: [CH3:1][O:2][C:3]1[CH:4]=[C:5]2[C:9](=[CH:10][C:11]=1[O:12][CH3:13])[N:8]([CH2:14][CH2:15][N:16]1[CH:20]=[C:19]([NH2:21])[CH:18]=[N:17]1)[CH2:7][CH2:6]2>CC(C)=O.O=[Mn]=O>[CH3:1][O:2][C:3]1[CH:4]=[C:5]2[C:9](=[CH:10][C:11]=1[O:12][CH3:13])[N:8]([CH2:14][CH2:15][N:16]1[CH:20]=[C:19]([NH2:21])[CH:18]=[N:17]1)[CH:7]=[CH:6]2. Procedure details: A solution of 1-(2-(5,6-dimethoxyindolin-1-yl)ethyl)-1H-pyrazol-4-amine (1.36 g, 4.70 mmol) in acetone (10 mL) was added dropwise to a suspension of MnO2 (817 mg, 9.41 mmol) in aceton (10 mL). The resulting dark reaction mixture was stirred at rt overnight, then filtered over celite, washed with acetone and the filtrate was concentrated under reduced pressure. Purification was performed by FC (DCM/MeOH 98:2→95:5) to yield the title compound as a brown oil. LC-MS conditions B: tR=0.41 min, [M+H]+... Reactants: Cc1c(N)ccc(Br)c1Cl, CCO, Cl, O=N[O-], [Na+]. Yields the product Cc1cccc(Br)c1Cl. Reaction SMILES: [Br:2][c:3]1[c:4]([Cl:11])[c:5]([CH3:10])[c:6]([NH2:9])[cH:7][cH:8]1.[CH3:16][CH2:17][OH:18].[ClH:1].[N:12]([O-:13])=[O:14].[Na+:15]>>[Br:2][c:3]1[c:4]([Cl:11])[c:5]([CH3:10])[cH:6][cH:7][cH:8]1. As a reaction SMILES: [C:1]([N:8]1[CH2:13][CH2:12][N:11]([C:14]2[CH:19]=[CH:18][CH:17]=[CH:16][C:15]=2[OH:20])[CH2:10][CH2:9]1)([O:3][C:4]([CH3:7])([CH3:6])[CH3:5])=[O:2].[CH3:21][N:22]1[CH:26]=[CH:25][N:24]=[C:23]1[CH2:27]O.C1(P(C2C=CC=CC=2)C2C=CC=CC=2)C=CC=CC=1.CCOC(/N=N/C(OCC)=O)=O>C1COCC1>[C:1]([N:8]1[CH2:13][CH2:12][N:11]([C:14]2[CH:19]=[CH:18][CH:17]=[CH:16][C:15]=2[O:20][CH2:27][C:23]2[N:22]([CH3:21])[CH:26]=[CH:25][N:24]=2)[CH2:10][CH2:9]1)([O:3][C:4]([CH3:7])([CH3:6])[CH3:5])=[O:2]. Procedure: To a solution of 1-Boc-4-(2-hydroxy-phenyl)-piperazine (556 mg, 2.0 mmol, 1.0 eq.), (1-methyl-1H-imidazol-2-yl)-methanol (448 mg, 4.0 mmol, 2.0 eq.), triphenylphosphine (1.04 g mg, 4.0 mmol, 2.0 eq.) and THF at 0° C. under nitrogen was added DEAD (0.629 mL, 4.0 mmol, 2.0 eq.) slowly so that temperature of the reaction does not rise above 10° C. After addition was complete, the ice bath was removed and the mixture was stirred at r.t. overnight. Methanol was added, and the mixture was stirred for ... Yield: 37.5%. Reaction conditions: time 8 hour. Yields the product C(=O)(OC(C)(C)C)N1CCN(CC1)C1=C(C=CC=C1)OCC=1N(C=CN1)C (1-Boc-4-[2-(1-methyl-1H-imidazol-2-ylmethoxy)-phenyl]piperazine). Run in C1CCOC1 (THF). Reactants: C(=O)(OC(C)(C)C)N1CCN(CC1)C1=C(C=CC=C1)O (1-Boc-4-(2-hydroxy-phenyl)-piperazine), CN1C(=NC=C1)CO ((1-methyl-1H-imidazol-2-yl)-methanol), C1(=CC=CC=C1)P(C1=CC=CC=C1)C1=CC=CC=C1 (triphenylphosphine), CCOC(=O)/N=N/C(=O)OCC (DEAD). Starting materials: O.NN (hydrazine monohydrate), C1(C=2C(C(N1OCCOC1=CC=C(CC3C(NC(S3)=O)=O)C=C1)=O)=CC=CC2)=O (5-[4-(2-phthalimidooxyethoxy)-benzyl]thiazolidine-2,4-dione). Run in C(C)O (ethanol). Run at temperature 80 celsius, time 2 hour. The product is NOCCOC1=CC=C(CC2C(NC(S2)=O)=O)C=C1 (5-[4-(2-aminooxyethoxy)benzyl]-thiazolidine-2,4-dione). Isolated yield 106.8%. As a reaction SMILES: O.NN.C1(=O)[N:8]([O:9][CH2:10][CH2:11][O:12][C:13]2[CH:26]=[CH:25][C:16]([CH2:17][CH:18]3[S:22][C:21](=[O:23])[NH:20][C:19]3=[O:24])=[CH:15][CH:14]=2)C(=O)C2=CC=CC=C12>C(O)C>[NH2:8][O:9][CH2:10][CH2:11][O:12][C:13]1[CH:14]=[CH:15][C:16]([CH2:17][CH:18]2[S:22][C:21](=[O:23])[NH:20][C:19]2=[O:24])=[CH:25][CH:26]=1 |f:0.1|. Reported procedure: 0.32 ml of hydrazine monohydrate was added to a suspension of 2.64 g of 5-[4-(2-phthalimidooxyethoxy)-benzyl]thiazolidine-2,4-dione [prepared as described in step (d) above] in 30 ml of ethanol, and the resulting mixture was stirred at 80° C. for 2 hours. At the end of this time, the reaction mixture was cooled and the precipitated phthalhydrazide was filtered off. The filtrate was concentrated by evaporation under reduced pressure, and the concentrate was purified by column chromatography throu...